From a dataset of the Open Reaction Database (ORD), a public repository of structured organic reaction records. describe an organic reaction: reactants, conditions, products, and yield Reactants: ClC1=NC2=CC=CC=C2C=C1 (Chloroquinoline), C(C1=CC=CC=C1)N (benzylamine), C1(=CC=CC=C1)O (phenol). Run in [OH-].[Na+] (sodium hydroxide). The product is C1(=CC=CC=C1)CN1C2C(=C(C=3C=CC=CC13)N)CCC2 (N-(Phenylmethyl)-9-amino-2,3-dihydro-1H-cyclopenta[1,2-b] quinoline). As a reaction SMILES: Cl[C:2]1[CH:11]=[CH:10][C:9]2[C:4](=CC=C[CH:8]=2)[N:3]=1.[CH2:12]([NH2:19])[C:13]1[CH:18]=[CH:17][CH:16]=[CH:15][CH:14]=1.[C:20]1(O)[CH:25]=[CH:24][CH:23]=[CH:22][CH:21]=1>[OH-].[Na+]>[C:13]1([CH2:12][N:19]2[C:25]3[CH:24]=[CH:23][CH:22]=[CH:21][C:20]=3[C:4]([NH2:3])=[C:9]3[CH2:8][CH2:2][CH2:11][CH:10]23)[CH:18]=[CH:17][CH:16]=[CH:15][CH:14]=1 |f:3.4|. Reported procedure: Chloroquinoline derivative (Example 9(C)) (2.0 g, 9.8 mmol), benzylamine (1.2 g, 11.2 mmol) and phenol (4.0 g, 42.6 mmol) were heated at 180° C. for 3 hours. After cooling, 5M sodium hydroxide (50 cm3) was added and the organic components were extracted into dichloromethane, dried (Na2SO4), filtered and the solvent was evaporated. Any remaining volatiles were removed by distillation and the residue was dissolved in hot ethanol, decolorised (charcoal) and recrystallised to give an off-white powde... The reactants are NS(=O)(=O)C1=CC=C(C=C1)C=1C(=NOC1CC(=O)O)C1=CC=CC=C1 ([4-[4-(Aminosulfonyl)phenyl]-3-phenylisoxazol-5-yl]acetic acid), CSC.B (borane dimethylsulfide), crude product, C(C)(C)CC(C)(C)C (isooctane). Solvent: C1CCOC1 (THF), ClCCl (dichloromethane). Reaction conditions: time 2 day. Yields the product OCCC1=C(C(=NO1)C1=CC=CC=C1)C1=CC=C(C=C1)S(=O)(=O)N (4-[5-(2-hydroxyethyl)-3-phenylisoxazol-4-yl]benzenesulfonamide). Isolated yield 33.8%. As a reaction SMILES: [NH2:1][S:2]([C:5]1[CH:10]=[CH:9][C:8]([C:11]2[C:12]([C:20]3[CH:25]=[CH:24][CH:23]=[CH:22][CH:21]=3)=[N:13][O:14][C:15]=2[CH2:16][C:17](O)=[O:18])=[CH:7][CH:6]=1)(=[O:4])=[O:3].CSC.B.C(CC(C)(C)C)(C)C>C1COCC1.ClCCl>[OH:18][CH2:17][CH2:16][C:15]1[O:14][N:13]=[C:12]([C:20]2[CH:21]=[CH:22][CH:23]=[CH:24][CH:25]=2)[C:11]=1[C:8]1[CH:7]=[CH:6][C:5]([S:2]([NH2:1])(=[O:4])=[O:3])=[CH:10][CH:9]=1 |f:1.2|. Procedure details: To a stirred solution of [4-[4-(aminosulfonyl)phenyl]-3-phenylisoxazol-5-yl]acetic acid (Step 1) (0.85 g, 2.37 mmol) in THF (25 mL) was added borane dimethylsulfide (0.47 mL of 10.0M solution, 4.74 mmol). After stirring at room temperature for 2 days, the reaction was quenched with aqueous KHSO4 (0.25M) and extracted with ethyl acetate. The combined ethyl acetate phases were washed with saturated NaHCO3 solution, brine, dried over MgSO4, filtered and concentrated in vacuo yielding a pale yellow ...